This data is from the Open Reaction Database (ORD), a public repository of structured organic reaction records. The task is: describe an organic reaction: reactants, conditions, products, and yield The reactants are N1CCC(CC1)=O (4-piperidone), ClCCCCCOCCC (1-chloro-5-propoxypentane). Product: C(CC)OCCCCCN1CCC(CC1)=O (1-(5-Propoxypentyl)-4-piperidone). Reaction SMILES: [NH:1]1[CH2:6][CH2:5][C:4](=[O:7])[CH2:3][CH2:2]1.Cl[CH2:9][CH2:10][CH2:11][CH2:12][CH2:13][O:14][CH2:15][CH2:16][CH3:17]>>[CH2:15]([O:14][CH2:13][CH2:12][CH2:11][CH2:10][CH2:9][N:1]1[CH2:6][CH2:5][C:4](=[O:7])[CH2:3][CH2:2]1)[CH2:16][CH3:17]. Reported procedure: 1-(5-Propoxypentyl)-4-piperidone is prepared from 4-piperidone and 1-chloro-5-propoxypentane essentially as described above in Example 38, Scheme C, step a. Reactants: BrC1=C(CBr)C=CC=C1 (2-bromo-benzylbromide), O (H2O), P(OCC)(OCC)[O-] (Diethyl phosphite), [H-].[Na+] (NaH). Run in C1CCOC1 (THF), C1CCOC1 (THF). Conditions: time 5 minute. Yields the product BrC1=C(CP(OCC)(OCC)=O)C=CC=C1 (Diethyl 2-bromobenzylphosphonate). Reaction SMILES: [P:1]([O-:8])([O:5][CH2:6][CH3:7])[O:2][CH2:3][CH3:4].[H-].[Na+].[Br:11][C:12]1[CH:19]=[CH:18][CH:17]=[CH:16][C:13]=1[CH2:14]Br.O>C1COCC1>[Br:11][C:12]1[CH:19]=[CH:18][CH:17]=[CH:16][C:13]=1[CH2:14][P:1](=[O:8])([O:5][CH2:6][CH3:7])[O:2][CH2:3][CH3:4] |f:1.2|. Procedure: Diethyl phosphite (0.77 mL, 6.0 mmol) was dissolved in dry THF (10 mL) in a dry schlenk tube under an argon atmosphere. The solution was cooled on an ice bath and NaH (0.24 g, 60% in oil, 6.0 mmol) was added and stirred for 5 min. 2-bromo-benzylbromide (1.0 g, 4.0 mmol) dissolved in 2 mL dry THF was added and the reaction mixture was refluxed overnight. H2O (20 mL) was added and the water phase was extracted with EtOAc (3×10 mL). The combined organic phases were washed with brine, dried (MgSO4),...